This data is from the Open Reaction Database (ORD), a public repository of structured organic reaction records. The task is: describe an organic reaction: reactants, conditions, products, and yield The product is CC1=C(C#N)C(c2ccc(C#N)cc2)n2nc(NC(=O)C3(C)CC3(F)F)nc2N1c1cccc(C(F)(F)F)c1. Reactants: C1CCOC1, Cl, CC1(C(=O)Cl)CC1(F)F, CC1=C(C#N)C(c2ccc(C#N)cc2)n2nc(N)nc2N1c1cccc(C(F)(F)F)c1, c1ccncc1. Reaction SMILES: [CH2:48]1[O:49][CH2:50][CH2:51][CH2:52]1.[ClH:1].[F:39][C:40]1([F:47])[C:41]([C:43](=[O:44])[Cl:45])([CH3:46])[CH2:42]1.[NH2:2][c:3]1[n:4][n:5]2[c:6]([n:32]1)[N:7]([c:22]1[cH:23][c:24]([C:28]([F:29])([F:30])[F:31])[cH:25][cH:26][cH:27]1)[C:8]([CH3:21])=[C:9]([C:19]#[N:20])[CH:10]2[c:11]1[cH:12][cH:13][c:14]([C:17]#[N:18])[cH:15][cH:16]1.[cH:33]1[cH:34][cH:35][n:36][cH:37][cH:38]1>>[NH:2]([c:3]1[n:4][n:5]2[c:6]([n:32]1)[N:7]([c:22]1[cH:23][c:24]([C:28]([F:29])([F:30])[F:31])[cH:25][cH:26][cH:27]1)[C:8]([CH3:21])=[C:9]([C:19]#[N:20])[CH:10]2[c:11]1[cH:12][cH:13][c:14]([C:17]#[N:18])[cH:15][cH:16]1)[C:43]([C:41]1([CH3:46])[C:40]([F:39])([F:47])[CH2:42]1)=[O:44]. Procedure details: Methyl 6-(2-(3-(4-(phenoxymethyl)phenyl)propanoyl)oxazol-5-yl)pyridine-3-carboxylate (46 mg, 0.10 mmol) was dissolved in THF/H2O (3:2, 10 mL) and LiOH (7 mg, 0.3 mmol) was added. The reaction solution was stirred at room temperature under an atmosphere of Ar for 15 min before the addition of 1 N HCl to adjust the solution to an acidic pH to quench the reaction. The reaction solution was diluted with EtOAc and the organic and aqueous layers were separated. The aqueous layer was extracted with EtO... Yield: 81.7%. RXN SMILES: [O:1]([CH2:8][C:9]1[CH:14]=[CH:13][C:12]([CH2:15][CH2:16][C:17]([C:19]2[O:20][C:21]([C:24]3[N:29]=[CH:28][C:27]([C:30]([O:32]C)=[O:31])=[CH:26][CH:25]=3)=[CH:22][N:23]=2)=[O:18])=[CH:11][CH:10]=1)[C:2]1[CH:7]=[CH:6][CH:5]=[CH:4][CH:3]=1.[Li+].[OH-].Cl>C1COCC1.O.CCOC(C)=O>[O:1]([CH2:8][C:9]1[CH:10]=[CH:11][C:12]([CH2:15][CH2:16][C:17]([C:19]2[O:20][C:21]([C:24]3[N:29]=[CH:28][C:27]([C:30]([OH:32])=[O:31])=[CH:26][CH:25]=3)=[CH:22][N:23]=2)=[O:18])=[CH:13][CH:14]=1)[C:2]1[CH:7]=[CH:6][CH:5]=[CH:4][CH:3]=1 |f:1.2,4.5|. Solvent: CCOC(=O)C (EtOAc), C1CCOC1.O (THF H2O). Product: O(C1=CC=CC=C1)CC1=CC=C(C=C1)CCC(=O)C=1OC(=CN1)C1=CC=C(C=N1)C(=O)O (6-(2-(3-(4-(phenoxymethyl)phenyl)propanoyl)oxazol-5-yl)pyridine-3-carboxylic acid). Reactants: [Li+].[OH-] (LiOH), O(C1=CC=CC=C1)CC1=CC=C(C=C1)CCC(=O)C=1OC(=CN1)C1=CC=C(C=N1)C(=O)OC (Methyl 6-(2-(3-(4-(phenoxymethyl)phenyl)propanoyl)oxazol-5-yl)pyridine-3-carboxylate), Cl (HCl). The reactants are FC=1C=C(C=C(C1)F)C1=CC(=NC=2N1N=C(C2I)C)N2[C@@H](CCC2)CO ((S)-(1-(7-(3,5-Difluorophenyl)-3-iodo-2-methylpyrazolo[1,5-a]pyrimidin-5-yl)pyrrolidin-2-yl)methanol), C1OC=2C=C(C=CC2O1)B(O)O (3,4-methylenedioxyphenylboronic acid), C1(=CC=CC=C1)C (toluene), C(=O)(O)[O-].[Na+] (NaHCO3). The reagents and catalysts are C=1C=CC(=CC1)[P](C=2C=CC=CC2)(C=3C=CC=CC3)[Pd]([P](C=4C=CC=CC4)(C=5C=CC=CC5)C=6C=CC=CC6)([P](C=7C=CC=CC7)(C=8C=CC=CC8)C=9C=CC=CC9)[P](C=1C=CC=CC1)(C=1C=CC=CC1)C=1C=CC=CC1 (tetrakis(triphenylphosphine)palladium). Run in C(C)O (ethanol). Reaction conditions: temperature 85 celsius, time 4 hour. Yields the product C1OC=2C=C(C=CC2O1)C=1C(=NN2C1N=C(C=C2C2=CC(=CC(=C2)F)F)N2[C@@H](CCC2)CO)C ((S)-(1-(3-(3,4-methylenedioxyphenyl)-7-(3,5-difluorophenyl)-2-methylpyrazolo[1,5-a]pyrimidin-5-yl)pyrrolidin-2-yl)methanol). Yield: 91.1%. As a reaction SMILES: [F:1][C:2]1[CH:3]=[C:4]([C:9]2[N:14]3[N:15]=[C:16]([CH3:19])[C:17](I)=[C:13]3[N:12]=[C:11]([N:20]3[CH2:24][CH2:23][CH2:22][C@H:21]3[CH2:25][OH:26])[CH:10]=2)[CH:5]=[C:6]([F:8])[CH:7]=1.[CH2:27]1[O:35][C:34]2[CH:33]=[CH:32][C:31](B(O)O)=[CH:30][C:29]=2[O:28]1.C1(C)C=CC=CC=1.C([O-])(O)=O.[Na+]>C1C=CC([P]([Pd]([P](C2C=CC=CC=2)(C2C=CC=CC=2)C2C=CC=CC=2)([P](C2C=CC=CC=2)(C2C=CC=CC=2)C2C=CC=CC=2)[P](C2C=CC=CC=2)(C2C=CC=CC=2)C2C=CC=CC=2)(C2C=CC=CC=2)C2C=CC=CC=2)=CC=1.C(O)C>[CH2:27]1[O:35][C:34]2[CH:33]=[CH:32][C:31]([C:17]3[C:16]([CH3:19])=[N:15][N:14]4[C:9]([C:4]5[CH:3]=[C:2]([F:1])[CH:7]=[C:6]([F:8])[CH:5]=5)=[CH:10][C:11]([N:20]5[CH2:24][CH2:23][CH2:22][C@H:21]5[CH2:25][OH:26])=[N:12][C:13]=34)=[CH:30][C:29]=2[O:28]1 |f:3.4,^1:54,56,75,94|. Procedure: (S)-(1-(7-(3,5-Difluorophenyl)-3-iodo-2-methylpyrazolo[1,5-a]pyrimidin-5-yl)pyrrolidin-2-yl)methanol (40 mg), 3,4-methylenedioxyphenylboronic acid (23 mg) and tetrakis(triphenylphosphine)palladium (10 mg) are added to toluene (5 mL), ethanol (3 mL) and 1 N NaHCO3 aqueous solution (1.5 mL) and stirred at 85° C. for 4 hours under argon atmosphere. After cooling to room temperature, the reaction solvent is removed by distillation under reduced pressure. The remainder is extracted with ethyl acetate... The reactants are C1CCOC1, COC(=O)c1ccc(NC(=O)NC(C)(C)CO)c(C)c1, CC(C)(C)[O-], Cl, [K+], O, Cc1ccc(S(=O)(=O)O)cc1. Product: COC(=O)c1ccc(N2CC(C)(C)NC2=O)c(C)c1. As a reaction SMILES: [CH2:39]1[O:40][CH2:41][CH2:42][CH2:43]1.[CH3:1][C:2]([CH2:3][OH:4])([CH3:5])[NH:6][C:7]([NH:8][c:9]1[c:10]([CH3:19])[cH:11][c:12]([C:13](=[O:14])[O:15][CH3:16])[cH:17][cH:18]1)=[O:20].[CH3:21][C:22]([CH3:23])([O-:24])[CH3:25].[ClH:38].[K+:26].[OH2:44].[c:27]1([CH3:28])[cH:29][cH:30][c:31]([S:32]([OH:33])(=[O:34])=[O:35])[cH:36][cH:37]1>>[CH3:1][C:2]1([CH3:5])[CH2:3][N:8]([c:9]2[c:10]([CH3:19])[cH:11][c:12]([C:13](=[O:14])[O:15][CH3:16])[cH:17][cH:18]2)[C:7](=[O:20])[NH:6]1. Reaction conditions: temperature 20 celsius, time 20 hour. Reported procedure: To a solution of 2,4-dimethoxy-benzylamine hydrochloride (1 eq.) and TEA (2 eq.) in DCM was added dropwise at 0° C. a solution of 3-chloro-propane-1-sulfonyl chloride (1 eq.) in DCM. The reaction was stirred at 20° C. for 20 h. The crude was diluted with DCM, washed twice with water, twice with aqueous HCl (0.1N) and twice with a saturated aqueous solution of NaHCO3. The organic layer was dried over MgSO4, filtered and concentrated under reduced pressure. The crude was purified by chromatography... Reactants: Cl.COC1=C(CN)C=CC(=C1)OC (2,4-dimethoxy-benzylamine hydrochloride), TEA, ClCCCS(=O)(=O)Cl (3-chloro-propane-1-sulfonyl chloride). The solvent is C(Cl)Cl (DCM), C(Cl)Cl (DCM), C(Cl)Cl (DCM). The product is COC1=C(CNS(=O)(=O)CCCCl)C=CC(=C1)OC (3-chloro-propane-1-sulfonic acid 2,4-dimethoxy-benzylamide). As a reaction SMILES: Cl.[CH3:2][O:3][C:4]1[CH:11]=[C:10]([O:12][CH3:13])[CH:9]=[CH:8][C:5]=1[CH2:6][NH2:7].[Cl:14][CH2:15][CH2:16][CH2:17][S:18](Cl)(=[O:20])=[O:19]>C(Cl)Cl>[CH3:2][O:3][C:4]1[CH:11]=[C:10]([O:12][CH3:13])[CH:9]=[CH:8][C:5]=1[CH2:6][NH:7][S:18]([CH2:17][CH2:16][CH2:15][Cl:14])(=[O:20])=[O:19] |f:0.1|.